This data is from the Open Reaction Database (ORD), a public repository of structured organic reaction records. The task is: describe an organic reaction: reactants, conditions, products, and yield Starting materials: CC(C)(C)OC(=O)NCCCBr, CC#N, N#Cc1ccc(CN2CC3CNCC(C2)O3)cc1, Cl, [K+], [K+], O=C([O-])[O-]. The product is CC(C)(C)OC(=O)NCCCN1CC2CN(Cc3ccc(C#N)cc3)CC(C1)O2. RXN SMILES: [C:20]([CH3:21])([CH3:22])([CH3:23])[O:24][C:25]([NH:26][CH2:27][CH2:28][CH2:29][Br:30])=[O:31].[CH3:38][C:39]#[N:40].[CH:2]12[CH2:3][N:4]([CH2:11][c:12]3[cH:13][cH:14][c:15]([C:16]#[N:17])[cH:18][cH:19]3)[CH2:5][CH:6]([CH2:7][NH:8][CH2:9]1)[O:10]2.[ClH:1].[K+:32].[K+:33].[O-:34][C:35]([O-:36])=[O:37]>>[CH:2]12[CH2:3][N:4]([CH2:11][c:12]3[cH:13][cH:14][c:15]([C:16]#[N:17])[cH:18][cH:19]3)[CH2:5][CH:6]([CH2:7][N:8]([CH2:29][CH2:28][CH2:27][NH:26][C:25]([O:24][C:20]([CH3:21])([CH3:22])[CH3:23])=[O:31])[CH2:9]1)[O:10]2. The reactants are FC(C=1C=C(C=C(C1)C(F)(F)F)NC(=O)N[C@H]([C@H]1N2CCC(C1)CC2)C2=CC=NC1=CC=C(C=C21)OC)(F)F (1-[3,5-bis(trifluoromethyl)phenyl]-3-[(S)-(6-methoxy-4-quinolyl)-[(2S)-quinuclidin-2-yl]methyl]urea), C=CC (prop-1-ene), [N+](=O)([O-])C (nitromethane), C(C)(C)(C)OC(C1=C(C=C(C=C1)C(\C=C(\C(F)(F)F)/C1=CC(=CC(=C1)Cl)Cl)=O)C)=O (4-[(E)-3-(3,5-Dichloro-phenyl)-4,4,4-trifluoro-but-2-enoyl]-2-methyl-benzoic acid tert-butyl ester). Solvent: O (Water). Reaction conditions: temperature 50 celsius, time 2 day. Product: C(C)(C)(C)OC(C1=C(C=C(C=C1)C(C[C@](C(F)(F)F)(C[N+](=O)[O-])C1=CC(=CC(=C1)Cl)Cl)=O)C)=O (4-[(R)-3-(3,5-Dichloro-phenyl)-4,4,4-trifluoro-3-nitromethyl-butyryl]-2-methyl-benzoic acid tert-butyl ester). Reaction SMILES: FC(F)(F)C1C=C(NC(N[C@@H](C2C3C(=CC=C(OC)C=3)N=CC=2)[C@@H]2CC3CCN2CC3)=O)C=C(C(F)(F)F)C=1.C=CC.[N+:43]([CH3:46])([O-:45])=[O:44].[C:47]([O:51][C:52](=[O:76])[C:53]1[CH:58]=[CH:57][C:56]([C:59](=[O:74])/[CH:60]=[C:61](\[C:66]2[CH:71]=[C:70]([Cl:72])[CH:69]=[C:68]([Cl:73])[CH:67]=2)/[C:62]([F:65])([F:64])[F:63])=[CH:55][C:54]=1[CH3:75])([CH3:50])([CH3:49])[CH3:48]>O>[C:47]([O:51][C:52](=[O:76])[C:53]1[CH:58]=[CH:57][C:56]([C:59](=[O:74])[CH2:60][C@@:61]([C:66]2[CH:71]=[C:70]([Cl:72])[CH:69]=[C:68]([Cl:73])[CH:67]=2)([CH2:46][N+:43]([O-:45])=[O:44])[C:62]([F:64])([F:63])[F:65])=[CH:55][C:54]=1[CH3:75])([CH3:50])([CH3:49])[CH3:48]. Procedure details: Alternatively, to a solution of 1-[3,5-bis(trifluoromethyl)phenyl]-3-[(S)-(6-methoxy-4-quinolyl)-[(2S)-quinuclidin-2-yl]methyl]urea; prop-1-ene (09 mg, prepared according to the literature: Organic Letters 2007, 9, (14), 2621-2624) and nitromethane (0.6 ml) under argon, was added 4-[(E)-3-(3,5-Dichloro-phenyl)-4,4,4-trifluoro-but-2-enoyl]-2-methyl-benzoic acid tert-butyl ester (100 mg). The solution was heated for 3 days at 50° C. then allowed to stand at room temperature for 2 days. Water was t... Starting materials: CC(Cl)c1cccnc1, OCCCN(CC1)CCC1C. Reagents/catalysts: O=C([O-])[O-].[Cs+].[Cs+] (cesium carbonate), [I-].[K+] (potassium iodide). The solvent is CN(C)C=O (DMF), CN(C)C=O (dmf), CN(C)C=O (DMF). Reaction conditions: temperature 70 celsius, time 16 hour. Yields the product CC(C5=CC=CN=C5)OCCCN(CC6)CCC6C. Starting materials: CO, Cc1cc2c([N+](=O)[O-])cc(Cl)cc2cn1, [H][H], [Pb], [Pd]. Yields the product Cc1cc2c(N)cc(Cl)cc2cn1. As a reaction SMILES: [CH3:19][OH:20].[Cl:1][c:2]1[cH:3][c:4]([N+:13]([O-:14])=[O:15])[c:5]2[cH:6][c:7]([CH3:12])[n:8][cH:9][c:10]2[cH:11]1.[H:17][H:18].[Pb:16].[Pd:21]>>[Cl:1][c:2]1[cH:3][c:4]([NH2:13])[c:5]2[cH:6][c:7]([CH3:12])[n:8][cH:9][c:10]2[cH:11]1. Reactants: CN1C=CC2=CC(=CC=C12)B1OC(C)(C)C(C)(C)O1 (1-methylindole-5-boronic acid pinacol ester), BrC=1C=C(N)C=CC1 (3-bromoaniline), [O-]P(=O)([O-])[O-].[K+].[K+].[K+] (K3PO4), C1(CCCCC1)P(C1CCCCC1)C1CCCCC1 (PCy3). The reagents and catalysts are C=1C=CC(=CC1)/C=C/C(=O)/C=C/C2=CC=CC=C2.C=1C=CC(=CC1)/C=C/C(=O)/C=C/C2=CC=CC=C2.C=1C=CC(=CC1)/C=C/C(=O)/C=C/C2=CC=CC=C2.[Pd].[Pd] (Pd2(dba)3). Run in O1CCOCC1 (dioxane). Yields the product CN1C=CC2=CC(=CC=C12)C=1C=C(C=CC1)N (3-(1-methyl-1H-indol-5-yl)-phenylamine). Isolated yield 46.0%. Reaction SMILES: [CH3:1][N:2]1[C:10]2[C:5](=[CH:6][C:7](B3OC(C)(C)C(C)(C)O3)=[CH:8][CH:9]=2)[CH:4]=[CH:3]1.Br[C:21]1[CH:22]=[C:23]([CH:25]=[CH:26][CH:27]=1)[NH2:24].[O-]P([O-])([O-])=O.[K+].[K+].[K+].C1(P(C2CCCCC2)C2CCCCC2)CCCCC1>O1CCOCC1.C1C=CC(/C=C/C(/C=C/C2C=CC=CC=2)=O)=CC=1.C1C=CC(/C=C/C(/C=C/C2C=CC=CC=2)=O)=CC=1.C1C=CC(/C=C/C(/C=C/C2C=CC=CC=2)=O)=CC=1.[Pd].[Pd]>[CH3:1][N:2]1[C:10]2[C:5](=[CH:6][C:7]([C:21]3[CH:22]=[C:23]([NH2:24])[CH:25]=[CH:26][CH:27]=3)=[CH:8][CH:9]=2)[CH:4]=[CH:3]1 |f:2.3.4.5,8.9.10.11.12|. Procedure details: 1-methylindole-5-boronic acid pinacol ester (0.224 g, 0.872 mmol) and 3-bromoaniline (0.063 mL, 0.581 mmol) were combined in dioxane (2 mL) in a flame-dried, round-bottom flask. K3PO4 (1.27M, 0.778 mL, 0.99 mmol), PCy3 (0.004 g, 0.014 mmol), and Pd2(dba)3 (0.005 g, 0.006 mmol) were added to the stirred solution. The reaction was refluxed overnight under argon flow, and subsequently cooled to room temperature. The solvent was removed under vacuum and the resulting residue was resuspended in CH2Cl...